This data is from the Open Reaction Database (ORD), a public repository of structured organic reaction records. The task is: describe an organic reaction: reactants, conditions, products, and yield Reactants: CS(C)=O, CO, FC(F)(F)c1ccc(-n2ccc3c(Cl)nccc32)c(Cl)c1, [K+], [OH-], O. The product is COc1nccc2c1ccn2-c1ccc(C(F)(F)F)cc1Cl. RXN SMILES: [CH3:27][S:28](=[O:29])[CH3:30].[CH3:3][OH:4].[Cl:5][c:6]1[n:7][cH:8][cH:9][c:10]2[c:11]1[cH:12][cH:13][n:14]2-[c:15]1[c:16]([Cl:25])[cH:17][c:18]([C:21]([F:22])([F:23])[F:24])[cH:19][cH:20]1.[K+:2].[OH-:1].[OH2:26]>>[O:1]([CH3:3])[c:6]1[n:7][cH:8][cH:9][c:10]2[c:11]1[cH:12][cH:13][n:14]2-[c:15]1[c:16]([Cl:25])[cH:17][c:18]([C:21]([F:22])([F:23])[F:24])[cH:19][cH:20]1. Starting materials: [Li]CCCC, COCN1c2cc(C(C)=O)ccc2Sc2nccnc21, CC(=O)Cl, CCCCCC, CCOC(C)=O, CC(C)NC(C)C, C1CCOC1, O. Yields the product COCN1c2cc(C(=O)CC(C)=O)ccc2Sc2nccnc21. RXN SMILES: [CH2:8]([Li:9])[CH2:10][CH2:11][CH3:12].[CH3:13][O:14][CH2:15][N:16]1[c:17]2[c:18]([n:29][cH:30][cH:31][n:32]2)[S:19][c:20]2[c:21]1[cH:22][c:23]([C:26](=[O:27])[CH3:28])[cH:24][cH:25]2.[CH3:33][C:34]([Cl:35])=[O:36].[CH3:42][CH2:43][CH2:44][CH2:45][CH2:46][CH3:47].[CH3:48][CH2:49][O:50][C:51](=[O:52])[CH3:53].[CH:1]([NH:2][CH:3]([CH3:4])[CH3:5])([CH3:6])[CH3:7].[O:37]1[CH2:38][CH2:39][CH2:40][CH2:41]1.[OH2:54]>>[CH3:13][O:14][CH2:15][N:16]1[c:17]2[c:18]([n:29][cH:30][cH:31][n:32]2)[S:19][c:20]2[c:21]1[cH:22][c:23]([C:26](=[O:27])[CH2:28][C:34]([CH3:33])=[O:36])[cH:24][cH:25]2. Reported procedure: To a solution of triphenylphosphine (3 eq) in dry THF under Argon was added diethylazodicarboxylate (3 eq) dropwise. The reaction mixture was stirred at room temperature for 15 minutes before adding a solution of 4-(trifluoromethyl)phenol (3 eq in dry THF) dropwise. The reaction mixture was stirred at room temperature for 1 hour before adding (R)-methyl 3-hydroxy-2-(tritylamino)propanoate (LXXXIX) in dry THF in one portion. The reaction mixture was stirred at room temperature ovenight. The mixtu... Product: FC(C1=CC=C(OC[C@H](C(=O)OC)NC(C2=CC=CC=C2)(C2=CC=CC=C2)C2=CC=CC=C2)C=C1)(F)F ((R)-methyl 3-(4-(trifluoromethyl)phenoxy)-2-(tritylamino)propanoate), solid. Reactants: C1(=CC=CC=C1)P(C1=CC=CC=C1)C1=CC=CC=C1 (triphenylphosphine), CCOC(=O)/N=N/C(=O)OCC (diethylazodicarboxylate), FC(C1=CC=C(C=C1)O)(F)F (4-(trifluoromethyl)phenol), OC[C@H](C(=O)OC)NC(C1=CC=CC=C1)(C1=CC=CC=C1)C1=CC=CC=C1 ((R)-methyl 3-hydroxy-2-(tritylamino)propanoate). Reaction SMILES: C1(P(C2C=CC=CC=2)C2C=CC=CC=2)C=CC=CC=1.CCOC(/N=N/C(OCC)=O)=O.[F:32][C:33]([F:42])([F:41])[C:34]1[CH:39]=[CH:38][C:37]([OH:40])=[CH:36][CH:35]=1.O[CH2:44][C@@H:45]([NH:50][C:51]([C:64]1[CH:69]=[CH:68][CH:67]=[CH:66][CH:65]=1)([C:58]1[CH:63]=[CH:62][CH:61]=[CH:60][CH:59]=1)[C:52]1[CH:57]=[CH:56][CH:55]=[CH:54][CH:53]=1)[C:46]([O:48][CH3:49])=[O:47]>C1COCC1>[F:32][C:33]([F:41])([F:42])[C:34]1[CH:35]=[CH:36][C:37]([O:40][CH2:44][C@@H:45]([NH:50][C:51]([C:64]2[CH:69]=[CH:68][CH:67]=[CH:66][CH:65]=2)([C:58]2[CH:59]=[CH:60][CH:61]=[CH:62][CH:63]=2)[C:52]2[CH:57]=[CH:56][CH:55]=[CH:54][CH:53]=2)[C:46]([O:48][CH3:49])=[O:47])=[CH:38][CH:39]=1. Solvent: C1CCOC1 (THF), C1CCOC1 (THF). Reaction conditions: time 15 minute. The yield is 50.0%. The yield is 69.4%. Reaction SMILES: [Cl:1][C:2]1[CH:10]=[C:9]2[C:5]([C:6](=O)[C:7](=[O:20])[N:8]2[CH2:11][CH2:12][N:13]([CH:17]([CH3:19])[CH3:18])[CH:14]([CH3:16])[CH3:15])=[CH:4][CH:3]=1.Cl.[NH2:23][NH:24][C:25]([NH2:27])=[O:26]>>[Cl:1][C:2]1[CH:10]=[C:9]2[C:5](/[C:6](=[N:23]\[NH:24][C:25]([NH2:27])=[O:26])/[C:7](=[O:20])[N:8]2[CH2:11][CH2:12][N:13]([CH:17]([CH3:19])[CH3:18])[CH:14]([CH3:16])[CH3:15])=[CH:4][CH:3]=1 |f:1.2|. Reactants: ClC1=CC=C2C(C(N(C2=C1)CCN(C(C)C)C(C)C)=O)=O (6-chloro-1-(2-diisopropylaminoethyl)isatin), Cl.NNC(=O)N (semicarbazide hydrochloride). Product: ClC1=CC=C2\C(\C(N(C2=C1)CCN(C(C)C)C(C)C)=O)=N/NC(=O)N ((E)-6-chloro-1-(2-diisopropylaminoethyl)isatin 3-semicarbazone). Procedure details: By using 6-chloro-1-(2-diisopropylaminoethyl)isatin and semicarbazide hydrochloride, a method analogous to that described in Example 4 was carried out to obtain (E)-6-chloro-1-(2-diisopropylaminoethyl)isatin 3-semicarbazone having a melting point of 205°-208° C. (yield: 69.4%, recrystallizing solvent: aqueous methanol).